This data is from the Open Reaction Database (ORD), a public repository of structured organic reaction records. The task is: describe an organic reaction: reactants, conditions, products, and yield Reaction SMILES: Cl[C:2]1[C:3]2[C:10]([CH3:11])=[C:9]([C:12]3[CH:17]=[CH:16][C:15]([O:18][CH3:19])=[CH:14][CH:13]=3)[NH:8][C:4]=2[N:5]=[CH:6][N:7]=1.[Cl:20][C:21]1[CH:22]=[C:23]([CH:25]=[CH:26][CH:27]=1)[NH2:24]>C(O)CCC>[Cl:20][C:21]1[CH:22]=[C:23]([CH:25]=[CH:26][CH:27]=1)[NH:24][C:2]1[C:3]2[C:10]([CH3:11])=[C:9]([C:12]3[CH:17]=[CH:16][C:15]([O:18][CH3:19])=[CH:14][CH:13]=3)[NH:8][C:4]=2[N:5]=[CH:6][N:7]=1. Starting materials: ClC=1C2=C(N=CN1)NC(=C2C)C2=CC=C(C=C2)OC (4-chloro-5-methyl-6-(4-methoxy-phenyl)-7H-pyrrolo[2,3-d]pyrimidine), ClC=1C=C(N)C=CC1 (3-chloro-aniline). Procedure: 4 g of 4-chloro-5-methyl-6-(4-methoxy-phenyl)-7H-pyrrolo[2,3-d]pyrimidine and 8.45 ml of 3-chloro-aniline are heated under reflux in 400 ml of n-butanol for 20 hours. The brown solution is concentrated, the desired product already precipitating. The solution is stored overnight in a refrigerator and the product is filtered off with suction and washed with hexane/ethyl acetate, yielding the title compound in the form of colourless crystals; m.p. 265-268° C.; FAB-MS: (M+H)+ =365. Product: ClC=1C=C(NC=2C3=C(N=CN2)NC(=C3C)C3=CC=C(C=C3)OC)C=CC1 (4-(3-Chloro-anilino)-5-methyl-6-(4-methoxy-phenyl)-7H-pyrrolo[2,3-d]-pyrimidine). Reaction conditions: time 8 hour. Solvent: C(CCC)O (n-butanol). Reactants: CCOC(=O)CN(C)C(=O)CCc1nc2c(F)c(F)cc(F)c2s1, CCCCCC, CC(C)OC(C)C, S=P12SP3(=S)SP(=S)(S1)SP(=S)(S2)S3, c1ccccc1. Yields the product CCOC(=O)CN(C)C(=S)CCc1nc2c(F)c(F)cc(F)c2s1. Reaction SMILES: [CH2:1]([CH3:2])[O:3][C:4]([CH2:5][N:6]([CH3:7])[C:8]([CH2:9][CH2:10][c:11]1[s:12][c:13]2[c:14]([n:15]1)[c:16]([F:22])[c:17]([F:21])[cH:18][c:19]2[F:20])=[O:23])=[O:24].[CH3:46][CH2:47][CH2:48][CH2:49][CH2:50][CH3:51].[CH:39]([O:40][CH:41]([CH3:42])[CH3:43])([CH3:44])[CH3:45].[P:25]12(=[S:26])[S:27][P:28]3(=[S:38])[S:29][P:30](=[S:36])([S:31][P:32](=[S:35])([S:33]3)[S:34]1)[S:37]2.[cH:52]1[cH:53][cH:54][cH:55][cH:56][cH:57]1>>[CH2:1]([CH3:2])[O:3][C:4]([CH2:5][N:6]([CH3:7])[C:8]([CH2:9][CH2:10][c:11]1[s:12][c:13]2[c:14]([n:15]1)[c:16]([F:22])[c:17]([F:21])[cH:18][c:19]2[F:20])=[S:26])=[O:24]. Starting materials: CC1=C(C(=CC(=C1)C#CC)C)C1C(CC(C1=O)CC1=NC=CC=C1)=O (2-(2,6-dimethyl-4-prop-1-ynyl-phenyl)-4-(2-pyridylmethyl)cyclopentane-1,3-dione), C(C)N(C(C)C)C(C)C (N-ethyl-N-isopropyl-propan-2-amine), ClC(=O)SC(C)C (S-isopropyl chlorothioformate). The solvent is ClCCl (dichloromethane). Conditions: time 8 hour. Yields the product CC1=C(C(=CC(=C1)C#CC)C)C1=C(CC(C1=O)CC1=NC=CC=C1)OC(=O)SC(C)C ([2-(2,6-dimethyl-4-prop-1-ynyl-phenyl)-3-oxo-4-(2-pyridylmethyl)cyclopenten-1-yl]isopropylsulfanylformate). The yield is 17.6%. Reaction SMILES: [CH3:1][C:2]1[CH:7]=[C:6]([C:8]#[C:9][CH3:10])[CH:5]=[C:4]([CH3:11])[C:3]=1[CH:12]1[C:16](=[O:17])[CH:15]([CH2:18][C:19]2[CH:24]=[CH:23][CH:22]=[CH:21][N:20]=2)[CH2:14][C:13]1=[O:25].C(N(C(C)C)C(C)C)C.Cl[C:36]([S:38][CH:39]([CH3:41])[CH3:40])=[O:37]>ClCCl>[CH3:1][C:2]1[CH:7]=[C:6]([C:8]#[C:9][CH3:10])[CH:5]=[C:4]([CH3:11])[C:3]=1[C:12]1[C:16](=[O:17])[CH:15]([CH2:18][C:19]2[CH:24]=[CH:23][CH:22]=[CH:21][N:20]=2)[CH2:14][C:13]=1[O:25][C:36]([S:38][CH:39]([CH3:41])[CH3:40])=[O:37]. Reported procedure: To a solution of the 2-(2,6-dimethyl-4-prop-1-ynyl-phenyl)-4-(2-pyridylmethyl)cyclopentane-1,3-dione (0.100 g, 0.302 mmol) in dichloromethane (3.02 mL) was added N-ethyl-N-isopropyl-propan-2-amine (1.51 mmol, 0.265 mL). The reaction was then cooled in the freezer for 30 minutes before addition of S-isopropyl chlorothioformate (0.075 ml, 0.603 mmol), and then the reaction mixture was stirred overnight at room temperature. The reaction was then washed with water, dried and reduced in vacuo. The cr... Procedure: Under a nitrogen atmosphere, to a mixture of 2-(4-chlorophenyl)propanoic acid (13.3 g) in THF (140 mL) was added n-butyllithium (1.6M hexane solution, 90.3 mL) at −60° C. to −70° C., and the mixture was allowed to warm to −20° C. 1-Bromo-3-chloropropane (11.4 g) was added to the reaction mixture at −20° C. to 10° C., and the mixture was stirred at room temperature for 12 hr. The reaction mixture was extracted with 1N aqueous sodium hydroxide solution (2×100 mL), and the extract was acidified wit... Starting materials: C(CCC)[Li] (n-butyllithium), ClC1=CC=C(C=C1)C(C(=O)O)C (2-(4-chlorophenyl)propanoic acid), BrCCCCl (1-Bromo-3-chloropropane). As a reaction SMILES: [Cl:1][C:2]1[CH:7]=[CH:6][C:5]([CH:8]([CH3:12])[C:9]([OH:11])=[O:10])=[CH:4][CH:3]=1.C([Li])CCC.Br[CH2:19][CH2:20][CH2:21][Cl:22]>C1COCC1>[Cl:22][CH2:21][CH2:20][CH2:19][C:8]([C:5]1[CH:6]=[CH:7][C:2]([Cl:1])=[CH:3][CH:4]=1)([CH3:12])[C:9]([OH:11])=[O:10]. Reaction conditions: temperature -20 celsius, time 12 hour. The yield is 83.5%. Yields the product ClCCCC(C(=O)O)(C)C1=CC=C(C=C1)Cl (5-chloro-2-(4-chlorophenyl)-2-methylpentanoic acid). Solvent: C1CCOC1 (THF). The reactants are COC=1C=C(C(=O)N2CC(CC2)(C2=CC=CC=C2)CCN2CCC(CC2)NC2=NC3=C(N2)C=CC=C3)C=C(C1OC)OC (1-(3,4,5-trimethoxybenzoyl)-3-(2-(4-(1H-benzimidazol-2-yl-amino)piperidin-1-yl)ethyl)-3-phenylpyrrolidine), CS(=O)(=O)O (methanesulfonic acid). Solvent: C(C)(=O)OCC (ethyl acetate), C(C)(=O)OCC (ethyl acetate). Reaction conditions: time 18 hour. Yields the product CS(=O)(=O)O.COC=1C=C(C(=O)N2CC(CC2)(C2=CC=CC=C2)CCN2CCC(CC2)NC2=NC3=C(N2)C=CC=C3)C=C(C1OC)OC ((+)-1-(3,4,5-trimethoxybenzoyl)-3-(2-(4-(1H-benzimidazol-2-yl-amino)piperidin-1-yl)ethyl)-3-phenylpyrrolidine methanesulfonic Acid Salt). RXN SMILES: [CH3:1][O:2][C:3]1[CH:4]=[C:5]([CH:37]=[C:38]([O:42][CH3:43])[C:39]=1[O:40][CH3:41])[C:6]([N:8]1[CH2:12][CH2:11][C:10]([CH2:19][CH2:20][N:21]2[CH2:26][CH2:25][CH:24]([NH:27][C:28]3[NH:32][C:31]4[CH:33]=[CH:34][CH:35]=[CH:36][C:30]=4[N:29]=3)[CH2:23][CH2:22]2)([C:13]2[CH:18]=[CH:17][CH:16]=[CH:15][CH:14]=2)[CH2:9]1)=[O:7].[CH3:44][S:45]([OH:48])(=[O:47])=[O:46]>C(OCC)(=O)C>[CH3:44][S:45]([OH:48])(=[O:47])=[O:46].[CH3:43][O:42][C:38]1[CH:37]=[C:5]([CH:4]=[C:3]([O:2][CH3:1])[C:39]=1[O:40][CH3:41])[C:6]([N:8]1[CH2:12][CH2:11][C:10]([CH2:19][CH2:20][N:21]2[CH2:26][CH2:25][CH:24]([NH:27][C:28]3[NH:29][C:30]4[CH:36]=[CH:35][CH:34]=[CH:33][C:31]=4[N:32]=3)[CH2:23][CH2:22]2)([C:13]2[CH:14]=[CH:15][CH:16]=[CH:17][CH:18]=2)[CH2:9]1)=[O:7] |f:3.4|. Procedure details: Combine 1-(3,4,5-trimethoxybenzoyl)-3-(2-(4-(1H-benzimidazol-2-yl-amino)piperidin-1-yl)ethyl)-3-phenylpyrrolidine (prepared from (−)-3-phenyl-3-(2-hydroxyethyl)pyrrolidine (R,R)-di-p-anisoyltartaric acid salt) (0.95 g, 1.62 mmol) and ethyl acetate (75 mL). Add a solution of methanesulfonic acid (0.80 g, 8.33 mmol) in ethyl acetate (4 mL). After 18 hours, decant the solvent. Add diethyl ether and stir. After 1 hour, decant, add diethyl ether and stir. After another hour, decant, collect the solid... Starting materials: oil, C(C)OC(C1=CC(=C(C(=C1)C1=CC(=CC=C1)C(F)(F)F)OCCO)Br)=O (3-bromo-5-(m-trifluoromethylphenyl)-4-(2-hydroxyethoxy)-benzoic acid ethyl ester), CNCCCCCCCCC1=CC=CC=C1 (N-methyl-N-(8-phenyloctyl)amine). The product is BrC=1C=C(C=C(C1OCCO)C1=CC=CC=C1)C(=O)N(CCCCCCCCC1=CC=CC=C1)C (5-bromo-6-(2-hydroxyethoxy)-N-methyl-N-(8-phenyloctyl) [1,1′-biphenyl]-3-carboxamide). As a reaction SMILES: C(O[C:4](=[O:26])[C:5]1[CH:10]=[C:9]([C:11]2[CH:16]=[CH:15][CH:14]=[C:13](C(F)(F)F)[CH:12]=2)[C:8]([O:21][CH2:22][CH2:23][OH:24])=[C:7]([Br:25])[CH:6]=1)C.[CH3:27][NH:28][CH2:29][CH2:30][CH2:31][CH2:32][CH2:33][CH2:34][CH2:35][CH2:36][C:37]1[CH:42]=[CH:41][CH:40]=[CH:39][CH:38]=1>>[Br:25][C:7]1[CH:6]=[C:5]([C:4]([N:28]([CH3:27])[CH2:29][CH2:30][CH2:31][CH2:32][CH2:33][CH2:34][CH2:35][CH2:36][C:37]2[CH:38]=[CH:39][CH:40]=[CH:41][CH:42]=2)=[O:26])[CH:10]=[C:9]([C:11]2[CH:12]=[CH:13][CH:14]=[CH:15][CH:16]=2)[C:8]=1[O:21][CH2:22][CH2:23][OH:24]. Procedure details: 5-bromo-6-(2-hydroxyethoxy)-N-methyl-N-(8-phenyloctyl) [1,1′-biphenyl]-3-carboxamide was prepared as a colorless oil (0.200 g, 56%) from 3-bromo-5-(m-trifluoromethylphenyl)-4-(2-hydroxyethoxy)-benzoic acid ethyl ester and N-methyl-N-(8-phenyloctyl)amine using a procedure similar to step 2 of Example 175. 1H NMR (CDCl3) δ7.87-7.54 (m, 5H); 7.38-7.12 (m, 6H); 3.65 (m, 4H); 3.50 and 3.03 (2bt, 2H); 3.03 (2s, 3H); 2.58 (m, 2H); 1.98 (bs, 1H); 1.60 (m, 4H); 1.40-1.22 (m, 8H). The reactants are CC1(C)C(c2ccccc2)C1(C#N)C(=O)O, CS(C)=O, [Cl-], [Li+], [Na+], O=C([O-])O, O. Yields the product CC1(C)C(C#N)C1c1ccccc1. RXN SMILES: [C:1](#[N:2])[C:3]1([C:14]([OH:15])=[O:16])[C:4]([CH3:12])([CH3:13])[CH:5]1[c:6]1[cH:7][cH:8][cH:9][cH:10][cH:11]1.[CH3:25][S:26]([CH3:27])=[O:28].[Cl-:17].[Li+:18].[Na+:23].[O-:19][C:20]([OH:21])=[O:22].[OH2:24]>>[C:1](#[N:2])[CH:3]1[C:4]([CH3:12])([CH3:13])[CH:5]1[c:6]1[cH:7][cH:8][cH:9][cH:10][cH:11]1. The reactants are C(C)C1=C(C(=NC=N1)N[C@@H]1CC[C@@H](CC1)C1=CC=CC=C1)C#C[Si](C)(C)C (6-Ethyl-4-(cis-4-phenylcyclohexylamino)-5-trimethylsilylethynylpyrimidine). The solvent is [OH-].[K+] (potassium hydroxide). The product is C(#C)C=1C(=NC=NC1CC)N[C@@H]1CC[C@@H](CC1)C1=CC=CC=C1 (5-Ethynyl-6-ethyl-4-(cis-4-phenylcyclohexylamino)pyrimidine). As a reaction SMILES: [CH2:1]([C:3]1[N:8]=[CH:7][N:6]=[C:5]([NH:9][C@H:10]2[CH2:15][CH2:14][C@@H:13]([C:16]3[CH:21]=[CH:20][CH:19]=[CH:18][CH:17]=3)[CH2:12][CH2:11]2)[C:4]=1[C:22]#[C:23][Si](C)(C)C)[CH3:2]>[OH-].[K+]>[C:22]([C:4]1[C:5]([NH:9][C@H:10]2[CH2:11][CH2:12][C@@H:13]([C:16]3[CH:21]=[CH:20][CH:19]=[CH:18][CH:17]=3)[CH2:14][CH2:15]2)=[N:6][CH:7]=[N:8][C:3]=1[CH2:1][CH3:2])#[CH:23] |f:1.2|. Procedure details: Prepared as in Example 6 from 6-ethyl-4-(cis-4-phenylcyclohexylamino)-5-trimethylsilylethynylpyrimidine (Example 9) by eliminating the silyl group in methanolic potassium hydroxide solution. Reactants: free base, NCCNC1=CC=C(C=2C(C3=C(C=CC(=C3C(C12)=O)O)O)=O)NCCN (1,4-bis[(2-aminoethyl)amino]-5,8-dihydroxyanthraquinone), C1=CC=CC=C1 (benzene), C(C1=CC=CC=C1)=O (benzaldehyde). Product: NCCNC1=CC=C(C=2C(C3=C(C=CC(=C3C(C12)=O)O)O)=O)NCCN=CC1=CC=CC=C1 (1-[(2-Aminoethyl)amino]-5,8-dihydroxy-4-[[2-[(phenylmethylene)amino]ethyl]amino]-9,10-anthracenedione). Reaction SMILES: [NH2:1][CH2:2][CH2:3][NH:4][C:5]1[C:18]2[C:17](=[O:19])[C:16]3[C:11](=[C:12]([OH:21])[CH:13]=[CH:14][C:15]=3[OH:20])[C:10](=[O:22])[C:9]=2[C:8]([NH:23][CH2:24][CH2:25][NH2:26])=[CH:7][CH:6]=1.C1C=CC=CC=1.[CH:33](=O)[C:34]1[CH:39]=[CH:38][CH:37]=[CH:36][CH:35]=1>>[NH2:26][CH2:25][CH2:24][NH:23][C:8]1[C:9]2[C:10](=[O:22])[C:11]3[C:16](=[C:15]([OH:20])[CH:14]=[CH:13][C:12]=3[OH:21])[C:17](=[O:19])[C:18]=2[C:5]([NH:4][CH2:3][CH2:2][N:1]=[CH:33][C:34]2[CH:39]=[CH:38][CH:37]=[CH:36][CH:35]=2)=[CH:6][CH:7]=1. Procedure details: A suspension of 0.0057 mole of the free base, 1,4-bis[(2-aminoethyl)amino]-5,8-dihydroxyanthraquinone (prepared as described in Example 1) in 60 ml of benzene containing 0.0057 mole of benzaldehyde is refluxed and treated as described in the general procedure for Examples 3-20, to give the desired product. The reactants are ClC1=CC=C(C=C1)OC(CO)(C)C (2-(4-chlorophenyloxy)-2-methylpropanol), N1=CC=CC=C1 (pyridine), ClC1=CC=C(C=C1)C1=CC=C(COC(C(=O)Cl)(C(F)(F)F)C(F)(F)F)C=C1 (2-[4-(4-chlorophenyl)benzyloxy]-3,3,3-trifluoro-2-trifluoromethylpropionyl chloride), ice water, C(Cl)(Cl)Cl (chloroform). Solvent: ClCCCl (1,2-dichloroethane), ClCCCl (1,2-dichloroethane). Reaction conditions: time 20 hour. The product is ClC1=CC=C(C=C1)C1=CC=C(COC(C(=O)OCC(C)(C)OC2=CC=C(C=C2)Cl)(C(F)(F)F)C(F)(F)F)C=C1 (2-(4-chlorophenyloxy)-2-methylpropyl 2-[4-(4-chlorophenyl)benzyloxy]-3,3,3-trifluoro-2-trifluoromethylpropionate). Isolated yield 62.6%. As a reaction SMILES: [Cl:1][C:2]1[CH:7]=[CH:6][C:5]([C:8]2[CH:27]=[CH:26][C:11]([CH2:12][O:13][C:14]([C:22]([F:25])([F:24])[F:23])([C:18]([F:21])([F:20])[F:19])[C:15](Cl)=[O:16])=[CH:10][CH:9]=2)=[CH:4][CH:3]=1.[Cl:28][C:29]1[CH:34]=[CH:33][C:32]([O:35][C:36]([CH3:40])([CH3:39])[CH2:37][OH:38])=[CH:31][CH:30]=1.N1C=CC=CC=1.C(Cl)(Cl)Cl>ClCCCl>[Cl:1][C:2]1[CH:7]=[CH:6][C:5]([C:8]2[CH:9]=[CH:10][C:11]([CH2:12][O:13][C:14]([C:18]([F:19])([F:20])[F:21])([C:22]([F:23])([F:24])[F:25])[C:15]([O:38][CH2:37][C:36]([O:35][C:32]3[CH:31]=[CH:30][C:29]([Cl:28])=[CH:34][CH:33]=3)([CH3:40])[CH3:39])=[O:16])=[CH:26][CH:27]=2)=[CH:4][CH:3]=1. Procedure details: A solution of 2-[4-(4-chlorophenyl)benzyloxy]-3,3,3-trifluoro-2-trifluoromethylpropionyl chloride (3.16 g.) in 1,2-dichloroethane (10 ml.) is added, dropwise and below 10° C., to a stirred mixture of 2-(4-chlorophenyloxy)-2-methylpropanol (1.40 g.), pyridine (4.0 ml.), and 1,2-dichloroethane (10 ml.). The mixture is stirred at ambient temperature for 20 hours, then mixed with ice-water and chloroform. The organic phase is separated, and washed with 3N-hydrochloric acid and water. 0.4N-Aqueous po...